From a dataset of the Open Reaction Database (ORD), a public repository of structured organic reaction records. describe an organic reaction: reactants, conditions, products, and yield The reactants are C[Si](O[C@H]1C(O[C@@H]([C@H]([C@@H]1O[Si](C)(C)C)O[Si](C)(C)C)CO[Si](C)(C)C)=O)(C)C ((3R,4S,5R,6R)-3,4,5-tris((trimethylsilyl)oxy)-6-(((trimethylsilyl)oxy)methyl)tetrahydro-2H-pyran-2-one), CS(=O)(=O)O (methanesulfonic acid), C(C=C)OC1=CC=C(CC2=C(C=CC(=C2)Br)Cl)C=C1 (2-(4-(allyloxy)benzyl)-4-bromo-1-chlorobenzene), C(C=C)OC1=CC=C(CC2=C(C=CC(=C2)Br)Cl)C=C1 (2-(4-(allyloxy)benzyl)-4-bromo-1-chlorobenzene), [Li]CCCC (nBuLi). Solvent: C1CCOC1 (THF), CO (methanol), C(C)OC(C)=O (ethylacetate), C1CCOC1 (THF). Conditions: time 30 minute. The product is C(C=C)OC1=CC=C(CC=2C=C(C=CC2Cl)[C@@]2(O[C@@H]([C@H]([C@@H]([C@H]2O)O)O)CO)OC)C=C1 ((2S,3R,4S,5S,6R)-2-(3-(4-(allyloxy)benzyl)-4-chlorophenyl)-6-(hydroxy methyl)-2-methoxytetrahydro-2H-pyran-3,4,5-triol). The yield is 45.0%. Reaction SMILES: [CH2:1]([O:4][C:5]1[CH:19]=[CH:18][C:8]([CH2:9][C:10]2[CH:15]=[C:14](Br)[CH:13]=[CH:12][C:11]=2[Cl:17])=[CH:7][CH:6]=1)[CH:2]=[CH2:3].[Li][CH2:21]CCC.C[Si](C)(C)[O:27][C@@H:28]1[C@@H:33]([O:34][Si](C)(C)C)[C@H:32]([O:39][Si](C)(C)C)[C@@H:31]([CH2:44][O:45][Si](C)(C)C)[O:30][C:29]1=[O:50].CS(O)(=O)=O>C1COCC1.CO.C(OC(=O)C)C>[CH2:1]([O:4][C:5]1[CH:19]=[CH:18][C:8]([CH2:9][C:10]2[CH:15]=[C:14]([C@@:29]3([O:50][CH3:21])[C@H:28]([OH:27])[C@@H:33]([OH:34])[C@H:32]([OH:39])[C@@H:31]([CH2:44][OH:45])[O:30]3)[CH:13]=[CH:12][C:11]=2[Cl:17])=[CH:7][CH:6]=1)[CH:2]=[CH2:3]. Procedure details: To a solution of 2-(4-(allyloxy)benzyl)-4-bromo-1-chlorobenzene (2.0 g, 5.92 mmol, prepared as described in Intermediate 1) in dry THF (50 mL), under nitrogen atmosphere, was added nBuLi (4.8 mL, 7.7 mmol, 1.6 M solution in hexanes) at −78° C. The reaction mixture was stirred at the same temperature for 30 min. A solution of (3R,4S,5R,6R)-3,4,5-tris((trimethylsilyl)oxy)-6-(((trimethylsilyl)oxy)methyl)tetrahydro-2H-pyran-2-one (3.6 g, 7.7 mol, prepared following the procedure given in US200700495... Reactants: ClC1=NC(=CC(=N1)OC1=CC=CC2=C1N=C(S2)NC(C)=O)C2=CC=C(C=C2)C(F)(F)F (N-{4-[2-chloro-6-(4-trifluoromethyl-phenyl)-pyrimidin-4-yloxy]-benzothiazol-2-yl}-acetamide), N1=CC=C(C=C1)B(O)O (4-pyridinyl boronic acid), C(=O)([O-])[O-].[Na+].[Na+] (Na2CO3). Reagents/catalysts: C=1C=CC(=CC1)[P](C=2C=CC=CC2)(C=3C=CC=CC3)[Pd]([P](C=4C=CC=CC4)(C=5C=CC=CC5)C=6C=CC=CC6)([P](C=7C=CC=CC7)(C=8C=CC=CC8)C=9C=CC=CC9)[P](C=1C=CC=CC1)(C=1C=CC=CC1)C=1C=CC=CC1 (Pd(PPh3)4). Run in COCCOC (1,2-dimethoxyethane), C(=O)(O)[O-].[Na+] (NaHCO3). Conditions: temperature 125 celsius. Product: N1=CC=C(C=C1)C1=NC(=CC(=N1)OC1=CC=CC2=C1N=C(S2)NC(C)=O)C2=CC=C(C=C2)C(F)(F)F (N-{4-[2-Pyridin-4-yl-6-(4-trifluoromethyl-phenyl)-pyrimidin-4-yloxy]-benzothiazol-2-yl}-acetamide). RXN SMILES: Cl[C:2]1[N:7]=[C:6]([O:8][C:9]2[C:14]3[N:15]=[C:16]([NH:18][C:19](=[O:21])[CH3:20])[S:17][C:13]=3[CH:12]=[CH:11][CH:10]=2)[CH:5]=[C:4]([C:22]2[CH:27]=[CH:26][C:25]([C:28]([F:31])([F:30])[F:29])=[CH:24][CH:23]=2)[N:3]=1.[N:32]1[CH:37]=[CH:36][C:35](B(O)O)=[CH:34][CH:33]=1.C([O-])([O-])=O.[Na+].[Na+]>COCCOC.C([O-])(O)=O.[Na+].C1C=CC([P]([Pd]([P](C2C=CC=CC=2)(C2C=CC=CC=2)C2C=CC=CC=2)([P](C2C=CC=CC=2)(C2C=CC=CC=2)C2C=CC=CC=2)[P](C2C=CC=CC=2)(C2C=CC=CC=2)C2C=CC=CC=2)(C2C=CC=CC=2)C2C=CC=CC=2)=CC=1>[N:32]1[CH:37]=[CH:36][C:35]([C:2]2[N:7]=[C:6]([O:8][C:9]3[C:14]4[N:15]=[C:16]([NH:18][C:19](=[O:21])[CH3:20])[S:17][C:13]=4[CH:12]=[CH:11][CH:10]=3)[CH:5]=[C:4]([C:22]3[CH:27]=[CH:26][C:25]([C:28]([F:31])([F:30])[F:29])=[CH:24][CH:23]=3)[N:3]=2)=[CH:34][CH:33]=1 |f:2.3.4,6.7,^1:61,63,82,101|. Reported procedure: A mixture of N-{4-[2-chloro-6-(4-trifluoromethyl-phenyl)-pyrimidin-4-yloxy]-benzothiazol-2-yl}-acetamide (137 mg, 0.29 mmol, Example 7(d)), 4-pyridinyl boronic acid (40 mg, 0.32 mmol, Aldrich), Pd(PPh3)4 (24 mg, 0.02 mmol, Aldrich) and 2N Na2CO3 (0.5 mL) in 1,2-dimethoxyethane (1.5 mL) was heated at 125° C. in a microwave synthesizer for 20 min. The reaction mixture was cooled to room temperature, diluted with sat. aqueous solution of NaHCO3 (5 mL) and extracted with EtOAc (2×30 mL). The combine... Reactants: COCC(C)N, CC(C)N1CCN(C(=O)c2ccc(C=O)cc2)CC1. The product is COCC(C)NCc1ccc(C(=O)N2CCN(C(C)C)CC2)cc1. Reaction SMILES: [CH3:20][O:21][CH2:22][CH:23]([CH3:24])[NH2:25].[CH:1]([CH3:2])([CH3:3])[N:4]1[CH2:5][CH2:6][N:7]([C:10](=[O:11])[c:12]2[cH:13][cH:14][c:15]([CH:16]=[O:17])[cH:18][cH:19]2)[CH2:8][CH2:9]1>>[CH:1]([CH3:2])([CH3:3])[N:4]1[CH2:5][CH2:6][N:7]([C:10](=[O:11])[c:12]2[cH:13][cH:14][c:15]([CH2:16][NH:25][CH:23]([CH2:22][O:21][CH3:20])[CH3:24])[cH:18][cH:19]2)[CH2:8][CH2:9]1. Reactants: [N+](=O)([O-])C1=CC=C(C=C1)S(=O)[O-].[Na+] (Sodium 4-nitro-benzenesulfinate), BrC1=C(C=2C3=C(N(C2C=C1)C)CC1CCC3N1)C(=O)OC(C)(C)C (tert-butyl 2-bromo-5-methyl-5,6,7,8,9,10-hexahydro-7,10-epiminocyclohepta[b]indole-carboxylate). Product: [N+](=O)([O-])C1=CC=C(C=C1)S(=O)(=O)C1=C(C=2C3=C(N(C2C=C1)C)CC1CCC3N1)C(=O)OC(C)(C)C (tert-butyl 2-(4-nitrophenyl)sulfonyl-5-methyl-5,6,7,8,9,10-hexahydro-7,10-epiminocyclohepta[b]indole-carboxylate). Isolated yield 54.0%. Reaction SMILES: [N+:1]([C:4]1[CH:9]=[CH:8][C:7]([S:10]([O-:12])=[O:11])=[CH:6][CH:5]=1)([O-:3])=[O:2].[Na+].Br[C:15]1[CH:23]=[CH:22][C:21]2[N:20]([CH3:24])[C:19]3[CH2:25][CH:26]4[NH:30][CH:29]([C:18]=3[C:17]=2[C:16]=1[C:31]([O:33][C:34]([CH3:37])([CH3:36])[CH3:35])=[O:32])[CH2:28][CH2:27]4>>[N+:1]([C:4]1[CH:5]=[CH:6][C:7]([S:10]([C:15]2[CH:23]=[CH:22][C:21]3[N:20]([CH3:24])[C:19]4[CH2:25][CH:26]5[NH:30][CH:29]([C:18]=4[C:17]=3[C:16]=2[C:31]([O:33][C:34]([CH3:37])([CH3:36])[CH3:35])=[O:32])[CH2:28][CH2:27]5)(=[O:12])=[O:11])=[CH:8][CH:9]=1)([O-:3])=[O:2] |f:0.1|. Procedure: Intermediate 12 was coupled with the product of Example 27, step B following the procedure of Example 27, step C. The crude material was purified by flash column chromatography (SiO2, 1:1 hexane/ethyl acetate) to give tert-butyl 2-(4-nitrophenyl)sulfonyl-5-methyl-5,6,7,8,9,10-hexahydro-7,10-epiminocyclohepta[b]indole-carboxylate (150 mg, 54%) as a white solid: 1H NMR (CDCl3, 300 MHz) δ 8.27-8.31 (m, 2H), 8.19 (s, 1H), 8.09-8.11 (m, 2H), 7.68 (d, J=8.4 Hz, 1H), 7.33 (d, J=8.0 Hz, 1H), 5.26 (br s,... Reactants: COCCCBr, C1CCOC1, CC(C)[SiH](Cl)C(C)C, [Cl-], I, [Mg], [NH4+]. The product is COCCC[SiH](C(C)C)C(C)C. As a reaction SMILES: [Br:1][CH2:2][CH2:3][CH2:4][O:5][CH3:6].[CH2:19]1[O:20][CH2:21][CH2:22][CH2:23]1.[CH:9]([CH3:10])([CH3:11])[SiH:12]([Cl:13])[CH:14]([CH3:15])[CH3:16].[Cl-:17].[I:8].[Mg:7].[NH4+:18]>>[CH2:2]([CH2:3][CH2:4][O:5][CH3:6])[SiH:12]([CH:9]([CH3:10])[CH3:11])[CH:14]([CH3:15])[CH3:16].